From a dataset of the Open Reaction Database (ORD), a public repository of structured organic reaction records. describe an organic reaction: reactants, conditions, products, and yield Starting materials: C(CC1=CC=CC=C1)NC(C=C)=O (N-phenethylacrylamide), C1(=CC=CC=C1)CCCCNC(C=C)=O (N-(4-phenylbutyl)acrylamide), C1(=CC=CC=C1)CCCCCCCCCCNC(C=C)=O (N-(10-phenyldecyl)acrylamide). The product is C(CCCCCCCCC)NC(C=C)=O (N-decylacrylamide), N-cyclopropylmethyl-7α-(4-phenylbutylcarbamoyl)-6,14-endoethenotetrahydronormorphide. Reaction SMILES: [C:1]1([CH2:7][CH2:8][CH2:9][CH2:10][NH:11][C:12](=[O:15])[CH:13]=[CH2:14])[CH:6]=[CH:5][CH:4]=[CH:3][CH:2]=1.C1(CCCCCCCCCCNC(=O)C=C)C=CC=CC=1.C(NC(=O)C=C)CC1C=CC=CC=1>>[CH2:10]([NH:11][C:12](=[O:15])[CH:13]=[CH2:14])[CH2:9][CH2:8][CH2:7][CH2:1][CH2:2][CH2:3][CH2:4][CH2:5][CH3:6]. Reported procedure: The same procedure as in Example 18 was repeated except that N-(4-phenylbutyl)acrylamide, N-(10-phenyldecyl)acrylamide and N-phenethylacrylamide were used, respectively, in place of N-decylacrylamide to obtain N-cyclopropylmethyl-7α-(4-phenylbutylcarbamoyl)-6,14-endoethenotetrahydronormorphide 25.methanesulfonic acid salt (39%), N-cyclopropylmethyl-7β-(4-phenylbutylcarbamoyl)-6,14-endoethenotetrahydronormorphide 26.methanesulfonic acid salt (5%), N-cyclopropylmethyl-7α-(10-phenyldecylcarbamoyl)-... The reactants are Cc1[nH]c(=O)[nH]c(=S)c1Cl, Cl, N, [Na+], [Na+], [Na], O=C([O-])[O-], O. The product is Cc1nc(=O)[nH]cc1Cl. RXN SMILES: [Cl:8][c:9]1[c:10](=[S:17])[nH:11][c:12](=[O:16])[nH:13][c:14]1[CH3:15].[ClH:19].[NH3:1].[Na+:2].[Na+:3].[Na:18].[O-:4][C:5](=[O:6])[O-:7].[OH2:20]>>[Cl:8][c:9]1[cH:10][nH:11][c:12](=[O:16])[n:13][c:14]1[CH3:15]. Starting materials: C1CCNC1, CCOC(=O)c1c(Cl)c2cccnc2n(C)c1=O, CCO, [Na+], [Na+], O=C([O-])[O-]. The product is CCOC(=O)c1c(N2CCCC2)c2cccnc2n(C)c1=O. RXN SMILES: [CH2:19]1[CH2:20][CH2:21][NH:22][CH2:23]1.[CH2:1]([CH3:2])[O:3][C:4](=[O:5])[c:6]1[c:7](=[O:18])[n:8]([CH3:17])[c:9]2[n:10][cH:11][cH:12][cH:13][c:14]2[c:15]1[Cl:16].[CH3:30][CH2:31][OH:32].[Na+:24].[Na+:25].[O-:26][C:27](=[O:28])[O-:29]>>[CH2:1]([CH3:2])[O:3][C:4](=[O:5])[c:6]1[c:7](=[O:18])[n:8]([CH3:17])[c:9]2[n:10][cH:11][cH:12][cH:13][c:14]2[c:15]1[N:22]1[CH2:21][CH2:20][CH2:19][CH2:23]1. Starting materials: C1(\C=C/C(=O)O1)=O (maleic anhydride), BrC=1C=C(C=CC1)N (3-bromo-phenylamine), C(C)(=O)OC(C)=O (acetic anhydride), C(C)(=O)[O-].[Na+] (Sodium acetate). Run in CCOCC (ether), CCOCC (ether), O (Water). Reaction conditions: temperature 100 celsius. The product is BrC=1C=C(C=CC1)N1C(C=CC1=O)=O (1-(3-bromo-phenyl)-pyrrole-2,5-dione). The yield is 64.8%. As a reaction SMILES: [C:1]1(=[O:7])O[C:4](=[O:5])[CH:3]=[CH:2]1.[Br:8][C:9]1[CH:10]=[C:11]([NH2:15])[CH:12]=[CH:13][CH:14]=1.C([O-])(=O)C.[Na+].C(OC(=O)C)(=O)C>CCOCC.O>[Br:8][C:9]1[CH:10]=[C:11]([N:15]2[C:4](=[O:5])[CH:3]=[CH:2][C:1]2=[O:7])[CH:12]=[CH:13][CH:14]=1 |f:2.3|. Reported procedure: To a solution of maleic anhydride (1.71 g, 17.4 mmol) in dry ether (25 ml) was added a solution of 3-bromo-phenylamine (3.0 g, 17.4 mmol) in ether (5 ml), via slow drop-wise addition. The material was stirred for 1 hour at ambient Sodium acetate (721 mg, 8.8 mmol) and then acetic anhydride (6 ml, 63 mmol) were added and the mixture was heated for 2 hours (oil bath, 100° C.). The material was cooled to ambient and then in an ice bath. Water (50 ml) was added with vigorous stirring and the resulta... Starting materials: resultant mixture, C12(CC3(CC(CC(C1)C3)C2)O)O (1,3-adamantanediol), CN(C)C=O (DMF), C12(CC3(CC(CC(C1)C3)C2)O)O (1,3-adamantanediol). The reagents and catalysts are N1=CC=CC=C1 (pyridine). Reaction conditions: temperature 60 celsius. The product is CNC(=O)OC12CC3(CC(CC(C1)C3)C2)O (1-(N-methylcarbamoyloxy)-3-adamantanol). Yield: 85.0%. As a reaction SMILES: [C:1]12([OH:12])[CH2:10][CH:5]3[CH2:6][CH:7]([CH2:9][C:3]([OH:11])([CH2:4]3)[CH2:2]1)[CH2:8]2.[CH3:13][N:14]([CH:16]=[O:17])C>N1C=CC=CC=1>[CH3:13][NH:14][C:16]([O:12][C:1]12[CH2:10][CH:5]3[CH2:6][CH:7]([CH2:9][C:3]([OH:11])([CH2:4]3)[CH2:2]1)[CH2:8]2)=[O:17]. Procedure details: In an atmosphere of nitrogen, 10 mmole of 1,3-adamantanediol and one drop of pyridine were dissolved in 10 ml of DMF. To the mixture, 10 mmole of methylisocyanato was added dropwise with stirring. Cooling of the resultant mixture with ice was started at about the time exothermic reaction began. When the exothermic reaction is completed, the mixture was heated to 60° C. and then stirred for one hour. As a result, the conversion of 1,3-adamantanediol was 99% and 1-(N-methylcarbamoyloxy)-3-adamanta... Starting materials: C1OC=2C(=CC3=C(CC(N(N=C3C3=CC=C(C=C3)[N+](=O)[O-])C(CC)CC)=O)C2)O1 (7,8-methylenedioxy-1-(4-nitrophenyl)-3-(3-pentyl)-3,5-dihydro-2,3-benzodiazepin-4(4H)-one), O.NN (hydrazine hydrate). Reagents/catalysts: Cl (HCl), [Ni] (Ni). The solvent is C(C)O (ethanol). Reaction conditions: time 1.5 hour. The product is NC1=CC=C(C=C1)C1=NN(C(CC2=C1C=C1C(=C2)OCO1)=O)C(CC)CC (1-(4-Aminophenyl)-7,8-methylenedioxy-3-(3-penty)-3,5-dihydro-2,3-benzodiazepin-4(4H)-one). The yield is 93.4%. As a reaction SMILES: [CH2:1]1[O:29][C:4]2=[CH:5][C:6]3[C:12]([C:13]4[CH:18]=[CH:17][C:16]([N+:19]([O-])=O)=[CH:15][CH:14]=4)=[N:11][N:10]([CH:22]([CH2:25][CH3:26])[CH2:23][CH3:24])[C:9](=[O:27])[CH2:8][C:7]=3[CH:28]=[C:3]2[O:2]1.O.NN>C(O)C.Cl.[Ni]>[NH2:19][C:16]1[CH:17]=[CH:18][C:13]([C:12]2[C:6]3[CH:5]=[C:4]4[O:29][CH2:1][O:2][C:3]4=[CH:28][C:7]=3[CH2:8][C:9](=[O:27])[N:10]([CH:22]([CH2:25][CH3:26])[CH2:23][CH3:24])[N:11]=2)=[CH:14][CH:15]=1 |f:1.2|. Procedure: To a solution of 7,8-methylenedioxy-1-(4-nitrophenyl)-3-(3-pentyl)-3,5-dihydro-2,3-benzodiazepin-4(4H)-one (48 mg, 0.123 mmol) in ethanol (10 mL) was added hydrazine hydrate (0.5 mL), 3 drops of conc. HCl, and excess amount of Raney Ni and the mixture obtained was stirred at room temperature for 1.5 h. Then the Raney Ni was removed by decanting. The crude product obtained by removal of the solvent was purified by flash chromatography (1:1 of hex:EtOAc) to give the product (42 mg, 94%), 1H NMR (C...